This data is from the Open Reaction Database (ORD), a public repository of structured organic reaction records. The task is: describe an organic reaction: reactants, conditions, products, and yield Reactants: CCCCCC, Cl, C1COCCO1, CC(O)C(NC(=O)OC(C)(C)C)c1cc(F)c(F)c(F)c1. Yields the product Cl, CC(O)C(N)c1cc(F)c(F)c(F)c1. As a reaction SMILES: [CH3:23][CH2:24][CH2:25][CH2:26][CH2:27][CH3:28].[ClH:1].[O:29]1[CH2:30][CH2:31][O:32][CH2:33][CH2:34]1.[OH:2][CH:3]([CH:4]([c:5]1[cH:6][c:7]([F:13])[c:8]([F:12])[c:9]([F:11])[cH:10]1)[NH:14][C:15](=[O:16])[O:17][C:18]([CH3:19])([CH3:20])[CH3:21])[CH3:22]>>[ClH:1].[OH:2][CH:3]([CH:4]([c:5]1[cH:6][c:7]([F:13])[c:8]([F:12])[c:9]([F:11])[cH:10]1)[NH2:14])[CH3:22].